This data is from the Open Reaction Database (ORD), a public repository of structured organic reaction records. The task is: describe an organic reaction: reactants, conditions, products, and yield Starting materials: C1(=CC=CC=C1)C=1C=CC(=NC1C1=CC=CC=C1)C(CC)=NO (1-(5,6-diphenyl-pyridin-2-yl)-propan-1-one oxime), CI (MeI), C1(=CC=CC=C1)C=1C=CC(=NC1C1=CC=CC=C1)C(CC)=NO (1-(5,6-diphenyl-pyridin-2-yl)-propan-1-one oxime), [H-].[Na+] (NaH). Solvent: C1CCOC1 (THF). Yields the product CON=C(CC)C1=NC(=C(C=C1)C1=CC=CC=C1)C1=CC=CC=C1 (1-(5,6-Diphenyl-pyridin-2-yl)-propan-1-one O-Methyloxime). As a reaction SMILES: [C:1]1([C:7]2[CH:8]=[CH:9][C:10]([C:19](=[N:22][OH:23])[CH2:20][CH3:21])=[N:11][C:12]=2[C:13]2[CH:18]=[CH:17][CH:16]=[CH:15][CH:14]=2)[CH:6]=[CH:5][CH:4]=[CH:3][CH:2]=1.[H-].[Na+].[CH3:26]I>C1COCC1>[CH3:26][O:23][N:22]=[C:19]([C:10]1[CH:9]=[CH:8][C:7]([C:1]2[CH:2]=[CH:3][CH:4]=[CH:5][CH:6]=2)=[C:12]([C:13]2[CH:14]=[CH:15][CH:16]=[CH:17][CH:18]=2)[N:11]=1)[CH2:20][CH3:21] |f:1.2|. Reported procedure: Following General Procedure Q, 1-(5,6-diphenyl-pyridin-2-yl)-propan-1-one oxime (Compound 81, 30 mg, 0.1 mmol), NaH (4.8 mg, 0.20 mmol) and MeI (140 mg, 0.99 mmol) in THF were reacted to obtain the title compound as an oil. Reactants: C(=O)(Cl)Cl (phosgene), NC=1SC2=C(N1)C=C(C(=C2)Cl)Cl (2-Amino-5,6-dichlorobenzothiazole). Run in C(C)(=O)OCC (ethyl acetate). Yields the product ClC=1C(=CC2=C(N=C(S2)N=C=O)C1)Cl (5,6-dichlorobenzothiazol-2-yl isocyanate). As a reaction SMILES: [C:1](Cl)(Cl)=[O:2].[NH2:5][C:6]1[S:7][C:8]2[CH:14]=[C:13]([Cl:15])[C:12]([Cl:16])=[CH:11][C:9]=2[N:10]=1>C(OCC)(=O)C>[Cl:16][C:12]1[C:13]([Cl:15])=[CH:14][C:8]2[S:7][C:6]([N:5]=[C:1]=[O:2])=[N:10][C:9]=2[CH:11]=1. Reported procedure: A saturated solution of phosgene in ethyl acetate (200 ml) is charged into a glass reaction vessel equipped with a mechanical stirrer, thermometer and reflux condenser. 2-Amino-5,6-dichlorobenzothiazole (0.1 mole) is added with stirring. After the addition is completed, the reaction mixture is heated at reflux for a period of about one hour. After this time the mixture is cooled, and the solid product formed is recovered by filtration. The solid is then dried to yield the desired product 5,6-dic... The reactants are C(C)C1=CC=C(C=C1)C1CC(CN(C1)C(=O)N1CCC(CC1)C#N)C(=O)O (5-(4-Ethylphenyl)-1-[(4-cyanopiperidin-1-yl)carbonyl]piperidine-3-carboxylic acid), FC=1C=C(C=CC1)C(N)=NO (3-fluoro-N′-hydroxybenzenecarboximidamide). Product: C(C)C1=CC=C(C=C1)C1CN(CC(C1)C1=NC(=NO1)C1=CC(=CC=C1)F)C(=O)N1CCC(CC1)C#N (1-({3-(4-Ethylphenyl)-5-[3-(3-fluorophenyl)-1,2,4-oxadiazol-5-yl]piperidin-1-yl}carbonyl)-piperidine-4-carbonitrile). As a reaction SMILES: [CH2:1]([C:3]1[CH:8]=[CH:7][C:6]([CH:9]2[CH2:14][N:13]([C:15]([N:17]3[CH2:22][CH2:21][CH:20]([C:23]#[N:24])[CH2:19][CH2:18]3)=[O:16])[CH2:12][CH:11]([C:25](O)=[O:26])[CH2:10]2)=[CH:5][CH:4]=1)[CH3:2].[F:28][C:29]1[CH:30]=[C:31]([C:35](=[N:37]O)[NH2:36])[CH:32]=[CH:33][CH:34]=1>>[CH2:1]([C:3]1[CH:4]=[CH:5][C:6]([CH:9]2[CH2:10][CH:11]([C:25]3[O:26][N:37]=[C:35]([C:31]4[CH:32]=[CH:33][CH:34]=[C:29]([F:28])[CH:30]=4)[N:36]=3)[CH2:12][N:13]([C:15]([N:17]3[CH2:22][CH2:21][CH:20]([C:23]#[N:24])[CH2:19][CH2:18]3)=[O:16])[CH2:14]2)=[CH:7][CH:8]=1)[CH3:2]. Procedure: 80 mg (0.22 mmol) of 5-(4-ethylphenyl)-1-[(4-cyanopiperidin-1-yl)carbonyl]piperidine-3-carboxylic acid (Example 60A) and 50 mg (0.33 mmol, 1.5 eq.) of 3-fluoro-N′-hydroxybenzenecarboximidamide were reacted according to the General Method 2. Yield: 81 mg (77% of theory) Reactants: N(C(=N)N)C=1SC=C(N1)C=1C=C(C=CC1)N (3-(2-guanidino-4-thiazolyl)benzeneamine), C(C)OC(OCC)OCC (triethylorthoformate). Reagents/catalysts: FC(C(=O)O)(F)F (trifluoroacetic acid). Run at temperature 0 celsius. The product is N(C(=N)N)C=1SC=C(N1)C=1C=C(C=CC1)NC (3-(2-Guanidino-4-thiazolyl)-N-methyl benzeneamine). RXN SMILES: [NH:1]([C:5]1[S:6][CH:7]=[C:8]([C:10]2[CH:11]=[C:12]([NH2:16])[CH:13]=[CH:14][CH:15]=2)[N:9]=1)[C:2]([NH2:4])=[NH:3].[CH2:17](OC(OCC)OCC)C>FC(F)(F)C(O)=O>[NH:1]([C:5]1[S:6][CH:7]=[C:8]([C:10]2[CH:11]=[C:12]([NH:16][CH3:17])[CH:13]=[CH:14][CH:15]=2)[N:9]=1)[C:2]([NH2:4])=[NH:3]. Procedure: A mixture of 9.3 g (0.04 mole) of 3-(2-guanidino-4-thiazolyl)benzeneamine, 20 ml of triethylorthoformate, and 2 drops of trifluoroacetic acid is stirred at reflux for 5 hours after which it is concentrated in vacuo. The residue is dissolved in 20 ml of ethanol, the solution cooled to 0° C. and then treated with excess sodium borohydride. The mixture is allowed to warm to room temperature, then stirred at reflux for 4 hours. Upon concentration in vacuo the residue is partitioned between water and...